From a dataset of the Open Reaction Database (ORD), a public repository of structured organic reaction records. describe an organic reaction: reactants, conditions, products, and yield The reactants are K-t-BuO, FCCO (2-fluoroethanol), ClC1=NC(=CN=C1)Cl (2,6-dichloropyrazine). Procedure: K-t-BuO (1.32 g, 11.8 mmol) was added portionwise to a stirred mixture of 2-fluoroethanol (2.16 g, 33.7 mmol) and 2,6-dichloropyrazine (1.61 g, 10.8 mmol) in dioxane (2 mL) at 0° C. (ice-bath). The reaction mixture was then stirred at room temperature for 1 hour, diluted with dichloromethane, filtered, and concentrated in vacuo. The residue was purified by column chromatography on silica gel (19×4 cm) using n-hexane/ethyl acetate (85:15) as eluent. This furnished 1.49 g (78%) of the title compou... Yields the product ClC1=NC(=CN=C1)OCCF (2-Chloro-6-(2-fluoroethoxy)pyrazine). Conditions: time 1 hour. Reaction SMILES: [F:1][CH2:2][CH2:3][OH:4].[Cl:5][C:6]1[CH:11]=[N:10][CH:9]=[C:8](Cl)[N:7]=1>O1CCOCC1.ClCCl>[Cl:5][C:6]1[CH:11]=[N:10][CH:9]=[C:8]([O:4][CH2:3][CH2:2][F:1])[N:7]=1. The solvent is O1CCOCC1 (dioxane), ClCCl (dichloromethane).